Dataset: the Open Reaction Database (ORD), a public repository of structured organic reaction records. Task: describe an organic reaction: reactants, conditions, products, and yield Starting materials: C(C1=CC=2OCOC2C=C1)N1CCNCC1 (1-piperonylpiperazine), O.ON1N=NC2=C1C=CC=C2 (1-hydroxybenzotriazole monohydrate), Cl.C(C)N=C=NCCCN(C)C (1-ethyl-3-(3-dimethylaminopropyl)carbodiimide hydrochloride), OC1=CC=C(C=C1)NCC(=O)O (N-(4-hydroxyphenyl)glycine). The solvent is CN(C=O)C (N,N-dimethylformamide), C(C)(=O)OCC (Ethyl acetate). Run at time 4.5 hour. The product is OC1=CC=C(C=C1)NCC(=O)N1CCN(CC1)CC1=CC=2OCOC2C=C1 (2-(4-hydroxyphenylamino)-1-(4-piperonylpiperazin-1-yl)ethanone). Reaction SMILES: [OH:1][C:2]1[CH:7]=[CH:6][C:5]([NH:8][CH2:9][C:10]([OH:12])=O)=[CH:4][CH:3]=1.[CH2:13]([N:23]1[CH2:28][CH2:27][NH:26][CH2:25][CH2:24]1)[C:14]1[CH:22]=[CH:21][C:20]2[O:19][CH2:18][O:17][C:16]=2[CH:15]=1.O.ON1C2C=CC=CC=2N=N1.Cl.C(N=C=NCCCN(C)C)C>CN(C)C=O.C(OCC)(=O)C>[OH:1][C:2]1[CH:3]=[CH:4][C:5]([NH:8][CH2:9][C:10]([N:26]2[CH2:27][CH2:28][N:23]([CH2:13][C:14]3[CH:22]=[CH:21][C:20]4[O:19][CH2:18][O:17][C:16]=4[CH:15]=3)[CH2:24][CH2:25]2)=[O:12])=[CH:6][CH:7]=1 |f:2.3,4.5|. Procedure: To a solution of N-(4-hydroxyphenyl)glycine (11.38 g, 68.1 mmol) in N,N-dimethylformamide (DMF) (150 mL) were added under ice cooling 1-piperonylpiperazine (15.0 g, 68.1 mmol), 1-hydroxybenzotriazole monohydrate (10.43 g, 68.1 mmol) and 1-ethyl-3-(3-dimethylaminopropyl)carbodiimide hydrochloride (15.66 g, 81.7 mmol), and the resulting solution was stirred for 30 minutes under ice cooling and for 4.5 hours at room temperature. The reaction solution was concentrated under reduced pressure. To the ... Reactants: CCN(CC)CCOc1ccc(N)cc1, S=C=Nc1ccc(OCCN2CCCC2)cc1. Yields the product CCN(CC)CCOc1ccc(N=C=S)cc1. RXN SMILES: [CH2:18]([N:19]([CH2:20][CH3:21])[CH2:22][CH2:23][O:24][c:25]1[cH:26][cH:27][c:28]([NH2:29])[cH:30][cH:31]1)[CH3:32].[N:1](=[C:2]=[S:3])[c:4]1[cH:5][cH:6][c:7]([O:8][CH2:9][CH2:10][N:11]2[CH2:12][CH2:13][CH2:14][CH2:15]2)[cH:16][cH:17]1>>[N:1](=[C:2]=[S:3])[c:4]1[cH:5][cH:6][c:7]([O:8][CH2:9][CH2:10][N:11]([CH2:12][CH3:13])[CH2:15][CH3:14])[cH:16][cH:17]1.